Dataset: the Open Reaction Database (ORD), a public repository of structured organic reaction records. Task: describe an organic reaction: reactants, conditions, products, and yield Starting materials: CC(=O)O, CCOC(C)=O, Cc1oc2c(-n3c(=O)cc(C(F)(F)F)n(C)c3=O)ccc(Cl)c2c1[N+](=O)[O-], [Fe], O. Product: Cc1oc2c(-n3c(=O)cc(C(F)(F)F)n(C)c3=O)ccc(Cl)c2c1NO. As a reaction SMILES: [CH3:1][C:2](=[O:3])[OH:4].[CH3:5][CH2:6][O:7][C:8](=[O:9])[CH3:10].[Cl:11][c:12]1[cH:13][cH:14][c:15](-[n:25]2[c:26](=[O:37])[n:27]([CH3:36])[c:28]([C:32]([F:33])([F:34])[F:35])[cH:29][c:30]2=[O:31])[c:16]2[c:17]1[c:18]([N+:22](=[O:23])[O-:24])[c:19]([CH3:21])[o:20]2.[Fe:38].[OH2:39]>>[Cl:11][c:12]1[cH:13][cH:14][c:15](-[n:25]2[c:26](=[O:37])[n:27]([CH3:36])[c:28]([C:32]([F:33])([F:34])[F:35])[cH:29][c:30]2=[O:31])[c:16]2[c:17]1[c:18]([NH:22][OH:23])[c:19]([CH3:21])[o:20]2. Reactants: CCCCBr, O=C(c1ccc(F)cc1)C1CCN(CCn2c(=O)[nH]c3sccc3c2=O)CC1. The product is CCCCn1c(=O)n(CCN2CCC(C(=O)c3ccc(F)cc3)CC2)c(=O)c2ccsc21. RXN SMILES: [Br:29][CH2:30][CH2:31][CH2:32][CH3:33].[F:1][c:2]1[cH:3][cH:4][c:5]([C:6](=[O:7])[CH:8]2[CH2:9][CH2:10][N:11]([CH2:14][CH2:15][n:16]3[c:17](=[O:26])[nH:18][c:19]4[c:20]([c:21]3=[O:22])[cH:23][cH:24][s:25]4)[CH2:12][CH2:13]2)[cH:27][cH:28]1>>[F:1][c:2]1[cH:3][cH:4][c:5]([C:6](=[O:7])[CH:8]2[CH2:9][CH2:10][N:11]([CH2:14][CH2:15][n:16]3[c:17](=[O:26])[n:18]([CH2:30][CH2:31][CH2:32][CH3:33])[c:19]4[c:20]([c:21]3=[O:22])[cH:23][cH:24][s:25]4)[CH2:12][CH2:13]2)[cH:27][cH:28]1.